describe an organic reaction: reactants, conditions, products, and yield From a dataset of the Open Reaction Database (ORD), a public repository of structured organic reaction records. Starting materials: CCc1ccccc1, [Na+], [Na+], O=S(=O)([O-])[O-], O=S(=O)(O)O. The product is CCc1cccc(O)c1. RXN SMILES: [CH3:1][CH2:2][c:3]1[cH:4][cH:5][cH:6][cH:7][cH:8]1.[Na+:14].[Na+:15].[O-:16][S:17](=[O:18])(=[O:19])[O-:20].[S:9]([OH:10])(=[O:11])(=[O:12])[OH:13]>>[CH3:1][CH2:2][c:3]1[cH:4][cH:5][cH:6][c:7]([OH:10])[cH:8]1. The reactants are CCO (EtOH), C1(=CC=CC=C1)C1=C(C=CC=C1)O (2-phenylphenol), C(=O)([O-])[O-].[K+].[K+] (K2CO3), COS(=O)(=O)OC (dimethylsulfate). The yield is 87.4%. Procedure details: To a suspension of 2-phenylphenol (20.00 g, 0.117 mol) and K2CO3 (32.48 g, 0.235 mol) in 235 mL of anhydrous acetone was added a neat solution of dimethylsulfate (15.56 g, 0.123 mol) dropwise through a syringe over 5 minute at RT under argon. The resulting thick suspension was stirred over night at RT and 100 mL of EtOH was added. After 1 hour, the mixture was diluted with ether and water. The aqueous layer was extracted with EtOAc. The combined organic layers were washed with water, brine and d... Run at time 1 hour. Yields the product C1(=CC=CC=C1)C1=C(C=CC=C1)OC (2-phenylanisole). Run in CCOCC (ether), O (water), CC(=O)C (acetone). RXN SMILES: [C:1]1([C:7]2[CH:12]=[CH:11][CH:10]=[CH:9][C:8]=2[OH:13])[CH:6]=[CH:5][CH:4]=[CH:3][CH:2]=1.[C:14]([O-])([O-])=O.[K+].[K+].COS(OC)(=O)=O.CCO>CC(C)=O.CCOCC.O>[C:1]1([C:7]2[CH:12]=[CH:11][CH:10]=[CH:9][C:8]=2[O:13][CH3:14])[CH:2]=[CH:3][CH:4]=[CH:5][CH:6]=1 |f:1.2.3|. The reactants are O=C([O-])[O-], CI, [K+], [K+], CN(C)C=O, O, COC(=O)CCOCCOCCOCCOCCOCCOCCOCCOCCOCCOCCOCCOCCNc1cc(CO)cc(CO)c1. The product is COC(=O)CCOCCOCCOCCOCCOCCOCCOCCOCCOCCOCCOCCOCCN(C)c1cc(CO)cc(CO)c1. RXN SMILES: [C:56](=[O:57])([O-:58])[O-:59].[I:54][CH3:55].[K+:60].[K+:61].[O:62]=[CH:63][N:64]([CH3:65])[CH3:66].[OH2:67].[OH:1][CH2:2][c:3]1[cH:4][c:5]([NH:11][CH2:12][CH2:13][O:14][CH2:15][CH2:16][O:17][CH2:18][CH2:19][O:20][CH2:21][CH2:22][O:23][CH2:24][CH2:25][O:26][CH2:27][CH2:28][O:29][CH2:30][CH2:31][O:32][CH2:33][CH2:34][O:35][CH2:36][CH2:37][O:38][CH2:39][CH2:40][O:41][CH2:42][CH2:43][O:44][CH2:45][CH2:46][O:47][CH2:48][CH2:49][C:50](=[O:51])[O:52][CH3:53])[cH:6][c:7]([CH2:9][OH:10])[cH:8]1>>[OH:1][CH2:2][c:3]1[cH:4][c:5]([N:11]([CH2:12][CH2:13][O:14][CH2:15][CH2:16][O:17][CH2:18][CH2:19][O:20][CH2:21][CH2:22][O:23][CH2:24][CH2:25][O:26][CH2:27][CH2:28][O:29][CH2:30][CH2:31][O:32][CH2:33][CH2:34][O:35][CH2:36][CH2:37][O:38][CH2:39][CH2:40][O:41][CH2:42][CH2:43][O:44][CH2:45][CH2:46][O:47][CH2:48][CH2:49][C:50](=[O:51])[O:52][CH3:53])[CH3:56])[cH:6][c:7]([CH2:9][OH:10])[cH:8]1.